This data is from the Open Reaction Database (ORD), a public repository of structured organic reaction records. The task is: describe an organic reaction: reactants, conditions, products, and yield Reactants: ClC1=C(C(=CC=C1F)Cl)C(C)C1=CNC2=NC=C(C=C21)B2OC(C(O2)(C)C)(C)C (3-[1-(2,6-Dichloro-3-fluorophenyl)ethyl]-5-(4,4,5,5-tetramethyl[1,3,2]dioxaborolan-2-yl)-1H-pyrrolo[2,3-b]pyridine), IC=1C=NN(C1)C1CCC(CC1)=O (4-(4-Iodopyrazol-1-yl)cyclohexanone), C([O-])([O-])=O.[K+].[K+] (potassium carbonate), O1CCOCC1 (dioxane). The reagents and catalysts are C=1C=CC(=CC1)[P](C=2C=CC=CC2)(C=3C=CC=CC3)[Pd]([P](C=4C=CC=CC4)(C=5C=CC=CC5)C=6C=CC=CC6)([P](C=7C=CC=CC7)(C=8C=CC=CC8)C=9C=CC=CC9)[P](C=1C=CC=CC1)(C=1C=CC=CC1)C=1C=CC=CC1 (Pd(PPh3)4). Run in O (water). Run at temperature 90 celsius. The product is ClC1=C(C(=CC=C1F)Cl)C(C)C1=CNC2=NC=C(C=C21)C=2C=NN(C2)C2CCC(CC2)=O (4-(4-{3-[1-(2,6-Dichloro-3-fluorophenyl)ethyl]-1H-pyrrolo[2,3-b]pyridin-5-yl}-pyrazol-1-yl)cyclohexanone). Reaction SMILES: [Cl:1][C:2]1[C:7]([F:8])=[CH:6][CH:5]=[C:4]([Cl:9])[C:3]=1[CH:10]([C:12]1[C:20]2[C:15](=[N:16][CH:17]=[C:18](B3OC(C)(C)C(C)(C)O3)[CH:19]=2)[NH:14][CH:13]=1)[CH3:11].I[C:31]1[CH:32]=[N:33][N:34]([CH:36]2[CH2:41][CH2:40][C:39](=[O:42])[CH2:38][CH2:37]2)[CH:35]=1.C(=O)([O-])[O-].[K+].[K+].O1CCOCC1>C1C=CC([P]([Pd]([P](C2C=CC=CC=2)(C2C=CC=CC=2)C2C=CC=CC=2)([P](C2C=CC=CC=2)(C2C=CC=CC=2)C2C=CC=CC=2)[P](C2C=CC=CC=2)(C2C=CC=CC=2)C2C=CC=CC=2)(C2C=CC=CC=2)C2C=CC=CC=2)=CC=1.O>[Cl:1][C:2]1[C:7]([F:8])=[CH:6][CH:5]=[C:4]([Cl:9])[C:3]=1[CH:10]([C:12]1[C:20]2[C:15](=[N:16][CH:17]=[C:18]([C:31]3[CH:32]=[N:33][N:34]([CH:36]4[CH2:37][CH2:38][C:39](=[O:42])[CH2:40][CH2:41]4)[CH:35]=3)[CH:19]=2)[NH:14][CH:13]=1)[CH3:11] |f:2.3.4,^1:58,60,79,98|. Reported procedure: A 20 ml sealable vial was charged with 3-[1-(2,6-Dichloro-3-fluorophenyl)ethyl]-5-(4,4,5,5-tetramethyl[1,3,2]dioxaborolan-2-yl)-1H-pyrrolo[2,3-b]pyridine (80.0 mg, 0.156 mmol), 4-(4-Iodopyrazol-1-yl)cyclohexanone (52.5 mg, 0.172 mmol), Pd(PPh3)4 (12.0 mg, 0.0103 mmol), potassium carbonate (71.8 mg, 0.514 mmol), and 4:1 dioxane:water (5 mL). The cap was sealed and the vial was evacuated and backfilled with nitrogen (3×). After that, the vial was heated at 90° C. for 2 h. The reaction mixture was ... Starting materials: [NH4+].[Cl-] (NH4Cl), C(C1=CN=CC=C1)=O (nicotinaldehyde), [Mg] (magnesium), FC1=CC=C(C=C1)CCBr (2-(4-fluorophenyl)-ethyl bromide). Run in O (water), C(C)OCC (diethyl ether), C(C)OCC (diethyl ether). Yields the product FC1=CC=C(C=C1)CCC(O)C=1C=NC=CC1 (3-(4-fluorophenyl)-1-(3-pyridyl)-propan-1-ol). Reaction SMILES: [CH:1](=[O:8])[C:2]1[CH:7]=[CH:6][CH:5]=[N:4][CH:3]=1.[Mg].[F:10][C:11]1[CH:16]=[CH:15][C:14]([CH2:17][CH2:18]Br)=[CH:13][CH:12]=1.[NH4+].[Cl-]>C(OCC)C.O>[F:10][C:11]1[CH:16]=[CH:15][C:14]([CH2:17][CH2:18][CH:1]([C:2]2[CH:3]=[N:4][CH:5]=[CH:6][CH:7]=2)[OH:8])=[CH:13][CH:12]=1 |f:3.4|. Procedure: A solution of 10.7 g (0.10 mole) of nicotinaldehyde in 100 ml of diethyl ether is added dropwise, while stirring, to a solution prepared from 2.92 g (0.12 mole) of magnesium and 24.4 g (0.12 mole) of 2-(4-fluorophenyl)-ethyl bromide in 250 ml of diethyl ether, and the mixture is then refluxed for 2 hours. Cooling is followed by hydrolysis with water, and the pH is brought to 8 with saturated aqueous NH4Cl solution. The phases are separated, the aqueous phase is extracted twice more with ether, a... The reactants are COC(=O)CCCCC=CC1=CC(OC)CC1=O, C[O-], CO, [Na+], OCCS. Product: COC(=O)CCCCC=CC1=CC(SCCO)CC1=O. As a reaction SMILES: [C:1](=[O:2])([O:3][CH3:4])[CH2:5][CH2:6][CH2:7][CH2:8][CH:9]=[CH:10][C:11]1=[CH:15][CH:14]([O:16][CH3:17])[CH2:13][C:12]1=[O:18].[CH3:23][O-:24].[CH3:26][OH:27].[Na+:25].[SH:19][CH2:20][CH2:21][OH:22]>>[C:1](=[O:2])([O:3][CH3:4])[CH2:5][CH2:6][CH2:7][CH2:8][CH:9]=[CH:10][C:11]1=[CH:15][CH:14]([S:19][CH2:20][CH2:21][OH:22])[CH2:13][C:12]1=[O:18].